From a dataset of the Open Reaction Database (ORD), a public repository of structured organic reaction records. describe an organic reaction: reactants, conditions, products, and yield Reactants: C(C)(C)(C)C1=CC=C(C=C1)C (p-tert-butyltoluene), ice, BrN1C(CCC1=O)=O (N-bromosuccinimide), C(C1=CC=CC=C1)(=O)OOC(C1=CC=CC=C1)=O (benzoyl peroxide), C([O-])([O-])=O.[Na+].[Na+] (sodium carbonate), CN.CO (methylamine methanol), CO (methanol), C(C)(C)(C)C1=CC=C(CBr)C=C1 (p-tert-butylbenzyl bromide), C(C)(C)(C)C1=CC=C(CBr)C=C1 (p-tert-butylbenzylbromide), dibromo form. Solvent: C(Cl)(Cl)(Cl)Cl (carbon tetrachloride). Conditions: time 41 hour. Product: C(C)(C)(C)C1=CC=C(CCN)C=C1 (N-(4-tert-butylbenzyl)methylamine). The yield is 100.0%. As a reaction SMILES: [C:1]([C:5]1[CH:10]=[CH:9][C:8]([CH3:11])=[CH:7][CH:6]=1)([CH3:4])([CH3:3])[CH3:2].Br[N:13]1C(=O)CC[C:14]1=O.C(OOC(=O)C1C=CC=CC=1)(=O)C1C=CC=CC=1.C(C1C=CC(CBr)=CC=1)(C)(C)C.C(=O)([O-])[O-].[Na+].[Na+].CN.CO.CO>C(Cl)(Cl)(Cl)Cl>[C:1]([C:5]1[CH:6]=[CH:7][C:8]([CH2:11][CH2:14][NH2:13])=[CH:9][CH:10]=1)([CH3:4])([CH3:3])[CH3:2] |f:4.5.6,7.8|. Procedure: 14.8 g (0.10 mol), of p-tert-butyltoluene was dissolved in carbon tetrachloride, and 17.8 g (0.10 mol), of N-bromosuccinimide and 200 mg of benzoyl peroxide are added to the solution, and the mixture was refluxed for 2 hours. After cooling, insoluble matter was filtered off. The residue was washed with carbon tetrachloride and the filtrate was concentrated under reduced pressure. The residue was dissolved in n-hexane and the solution was dried with magnesium sulfate. Thereafter, the solvent was ...